Dataset: the Open Reaction Database (ORD), a public repository of structured organic reaction records. Task: describe an organic reaction: reactants, conditions, products, and yield Reactants: C([O-])([O-])=O.[NH4+].[NH4+] (ammonium carbonate), ClC=1SC(=C(N1)Cl)[N+](=O)[O-] (2,4-dichloro-5-nitrothiazole), ice water. Run in C(C)#N (acetonitrile). Conditions: time 2 day. The product is NC=1SC(=C(N1)Cl)[N+](=O)[O-] (2-amino-4-chloro-5-nitrothiazole). Isolated yield 67.9%. RXN SMILES: C(=O)([O-])[O-].[NH4+:5].[NH4+].Cl[C:8]1[S:9][C:10]([N+:14]([O-:16])=[O:15])=[C:11]([Cl:13])[N:12]=1>C(#N)C>[NH2:5][C:8]1[S:9][C:10]([N+:14]([O-:16])=[O:15])=[C:11]([Cl:13])[N:12]=1 |f:0.1.2|. Reported procedure: 10.1 g (0.105 mol) of ammonium carbonate are added to a solution of 19.9 g (0.1 mol) of 2,4-dichloro-5-nitrothiazole in 200 ml of acetonitrile, while stirring, and stirring is continued at room temperature for two days. The mixture is then stirred into 1 l of ice-water and the precipitate is filtered off, washed with water and dried. To remove unreacted 2,4-dichloro-5-nitrothiazole, the product is stirred into about 100 ml of petroleum ether at room temperature, filtered off, washed with petrole... The reactants are C(C)(=O)O[C@H](CCCCCl)C ((S)-5-acetoxy-1-chlorohexane), CN1C(N(C(C=2N(N=NC12)C)=O)CCCC[C@@H](C)O)=O ((R)-3,7-dimethyl-1-(5-hydroxyhexyl)-8-azaxanthine), CN1C(N(C(C2=NN(N=C12)C)=O)CCCC[C@@H](C)O)=O ((R)-3,8-dimethyl-1-(5-hydroxyhexyl)-8-azaxanthine). The product is CN1C(N(C(C=2N(N=NC12)C)=O)CCCC[C@H](C)O)=O ((S)-3,7-Dimethyl-1-(5-hydroxyhexyl)-8-azaxanthine), CN1C(N(C(C2=NN(N=C12)C)=O)CCCC[C@H](C)O)=O ((S)-3,8-dimethyl-1-(5-hydroxyhexyl)-8-azaxanthine). As a reaction SMILES: [CH3:1][N:2]1[C:10]2[N:9]=[N:8][N:7]([CH3:11])[C:6]=2[C:5](=[O:12])[N:4]([CH2:13][CH2:14][CH2:15][CH2:16][C@H:17]([OH:19])[CH3:18])[C:3]1=[O:20].[CH3:21][N:22]1[C:30]2[C:26](=[N:27][N:28]([CH3:31])[N:29]=2)[C:25](=[O:32])[N:24]([CH2:33][CH2:34][CH2:35][CH2:36][C@H:37]([OH:39])[CH3:38])[C:23]1=[O:40].C(O[C@@H](C)CCCCCl)(=O)C>>[CH3:1][N:2]1[C:10]2[N:9]=[N:8][N:7]([CH3:11])[C:6]=2[C:5](=[O:12])[N:4]([CH2:13][CH2:14][CH2:15][CH2:16][C@@H:17]([OH:19])[CH3:18])[C:3]1=[O:20].[CH3:21][N:22]1[C:30]2[C:26](=[N:27][N:28]([CH3:31])[N:29]=2)[C:25](=[O:32])[N:24]([CH2:33][CH2:34][CH2:35][CH2:36][C@@H:37]([OH:39])[CH3:38])[C:23]1=[O:40]. Reported procedure: (S)-3,7-Dimethyl-1-(5-hydroxyhexyl)-8-azaxanthine (CT22464) and (S)-3,8-dimethyl-1-(5-hydroxyhexyl)-8-azaxanthine (CT22465) were synthesized according to the methods described for (R)-3,7-dimethyl-1-(5-hydroxyhexyl)-8-azaxanthine (CT12464) and for (R)-3,8-dimethyl-1-(5-hydroxyhexyl)-8-azaxanthine (CT12465) but using (S)-5-acetoxy-1-chlorohexane in place of (R)-5-acetoxy-1-chlorohexane. Reactants: N[C@H](CO)C ((S)-(+)-2-amino-1-propanol), ClC1=CC=C(C=O)C=C1 (4-Chloro-benzaldehyde), [BH4-].[Na+] (NaBH4). Run in CO (methanol), C(C)O (ethanol). Conditions: temperature 60 celsius, time 8 hour. The product is ClC1=CC=C(CN[C@H](CO)C)C=C1 ((S)-2-(4-chlorobenzylamino)propan-1-ol). As a reaction SMILES: [Cl:1][C:2]1[CH:9]=[CH:8][C:5]([CH:6]=O)=[CH:4][CH:3]=1.[NH2:10][C@@H:11]([CH3:14])[CH2:12][OH:13].[BH4-].[Na+]>C(O)C.CO>[Cl:1][C:2]1[CH:9]=[CH:8][C:5]([CH2:6][NH:10][C@@H:11]([CH3:14])[CH2:12][OH:13])=[CH:4][CH:3]=1 |f:2.3|. Reported procedure: 4-Chloro-benzaldehyde (1.4 g, 0.01 mol) was dissolved in dry ethanol (30 mL) and (S)-(+)-2-amino-1-propanol (0.75 g, 0.01 mol) was added. The reaction mixture was stirred overnight at 60° C. The ethanol was evaporated under reduced pressure to give a colorless oil. The oil was then dissolved in dry methanol (30 mL) and cooled in ice. NaBH4 (0.57 g, 0.015 mol) was added slowly in portions, and the resulting solution was left overnight at room temperature. The solvent was evaporated in vacuo, and ... Reactants: compound, C1(=CC=CC=C1)C (toluene), CC(=CC=O)C (3-methyl-2-butenal), C1(=CC=CC=C1)C (toluene), [Cl-].[NH4+] (ammonium chloride). Reagents/catalysts: [O-]CC.[O-]CC.[O-]CC.[O-]CC.[Ti+4] (titanium tetraethoxide). Yields the product O1CC=CC2=CC=CC=C12 (chromene). RXN SMILES: CC(C)=[CH:3][CH:4]=[O:5].[Cl-].[NH4+].[C:9]1([CH3:15])[CH:14]=[CH:13][CH:12]=[CH:11][CH:10]=1>[O-]CC.[O-]CC.[O-]CC.[O-]CC.[Ti+4]>[O:5]1[C:14]2[C:9](=[CH:10][CH:11]=[CH:12][CH:13]=2)[CH:15]=[CH:3][CH2:4]1 |f:1.2,4.5.6.7.8|. Reported procedure: In 100 ml of toluene was dissolved 10 g (0.0328 mole) of a compound represented by the following formula: ##STR256## and 18.71 g (0.00820 mole) of titanium tetraethoxide was added to the solution at room temperature. Ethanol was removed by azeotropic distillation. Then, toluene was added to the residue to form 500 ml of a reaction liquid. Then, a solution of 4.14 g (0.0492 mole) of 3-methyl-2-butenal in 300 m of toluene was added to the reaction liquid and the mixture was refluxed for 8 hours. A... The reactants are BrC=1C=NN2C1N=CC=C2C=2C=C(C=CC2)C(F)(F)F (3-bromo-7-(α,α,α-trifluoro-m-tolyl)pyrazolo[1,5-a]pyrimidine), cuprous cyanide, CN(C=O)C (dimethylformamide). Product: FC(C1=CC(=CC=C1)C1=CC=NC=2N1N=CC2C#N)(F)F (7-(α,α,α-Trifluoro-m-tolyl)pyrazolo[1,5-a]pyrimidine-3-carbonitrile). Reaction SMILES: Br[C:2]1[CH:3]=[N:4][N:5]2[C:10]([C:11]3[CH:12]=[C:13]([C:17]([F:20])([F:19])[F:18])[CH:14]=[CH:15][CH:16]=3)=[CH:9][CH:8]=[N:7][C:6]=12.[CH3:21][N:22](C)C=O>>[F:18][C:17]([F:20])([F:19])[C:13]1[CH:14]=[CH:15][CH:16]=[C:11]([C:10]2[N:5]3[N:4]=[CH:3][C:2]([C:21]#[N:22])=[C:6]3[N:7]=[CH:8][CH:9]=2)[CH:12]=1. Procedure: A mixture of 0.95 g. of 3-bromo-7-(α,α,α-trifluoro-m-tolyl)pyrazolo[1,5-a]pyrimidine, 0.45 g. cuprous cyanide and 25 ml. of dimethylformamide is refluxed for 16 hours. Evaporation of the reaction mixture gave a residue which was triturated with methylene chloride. The methylene chloride solution is passed through a short column of hydrous magnesium silicate. The effluent is collected and refluxed on a steam bath with gradual addition of n-hexane and the desired nitrile crystallized from solution... Starting materials: ClC(Cl)(Cl)Cl, ClCCl, O=C(NC(=Cc1ccccc1)c1ccccc1)C(F)(F)F, c1ccc(P(c2ccccc2)c2ccccc2)cc1. The product is FC(F)(F)C(Cl)=NC(=Cc1ccccc1)c1ccccc1. As a reaction SMILES: [C:44]([Cl:45])([Cl:46])([Cl:47])[Cl:48].[CH2:41]([Cl:42])[Cl:43].[c:1]1([C:7](=[CH:8][c:9]2[cH:10][cH:11][cH:12][cH:13][cH:14]2)[NH:15][C:16]([C:17]([F:18])([F:19])[F:20])=[O:21])[cH:2][cH:3][cH:4][cH:5][cH:6]1.[c:22]1([P:23]([c:24]2[cH:25][cH:26][cH:27][cH:28][cH:29]2)[c:30]2[cH:31][cH:32][cH:33][cH:34][cH:35]2)[cH:36][cH:37][cH:38][cH:39][cH:40]1>>[c:1]1([C:7](=[CH:8][c:9]2[cH:10][cH:11][cH:12][cH:13][cH:14]2)[N:15]=[C:16]([C:17]([F:18])([F:19])[F:20])[Cl:42])[cH:2][cH:3][cH:4][cH:5][cH:6]1. Starting materials: CN1CCNCC1, CS(C)=O, CC(C)N(C(C)C)C(C)C, O=C(Nc1cn2nc(Oc3cccc(NC(=O)c4cccc(C(F)(F)F)c4)c3)ccc2n1)OCC(Cl)(Cl)Cl. The product is CN1CCN(C(=O)Nc2cn3nc(Oc4cccc(NC(=O)c5cccc(C(F)(F)F)c5)c4)ccc3n2)CC1. RXN SMILES: [CH3:39][N:40]1[CH2:41][CH2:42][NH:43][CH2:44][CH2:45]1.[CH3:56][S:57](=[O:58])[CH3:59].[CH:46]([N:47]([CH:48]([CH3:49])[CH3:50])[CH:51]([CH3:52])[CH3:53])([CH3:54])[CH3:55].[F:1][C:2]([c:3]1[cH:4][c:5]([C:6](=[O:7])[NH:8][c:9]2[cH:10][c:11]([O:12][c:13]3[cH:14][cH:15][c:16]4[n:17]([n:18]3)[cH:19][c:20]([NH:22][C:23]([O:24][CH2:25][C:26]([Cl:27])([Cl:28])[Cl:29])=[O:30])[n:21]4)[cH:31][cH:32][cH:33]2)[cH:34][cH:35][cH:36]1)([F:37])[F:38]>>[F:1][C:2]([c:3]1[cH:4][c:5]([C:6](=[O:7])[NH:8][c:9]2[cH:10][c:11]([O:12][c:13]3[cH:14][cH:15][c:16]4[n:17]([n:18]3)[cH:19][c:20]([NH:22][C:23](=[O:30])[N:43]3[CH2:42][CH2:41][N:40]([CH3:39])[CH2:45][CH2:44]3)[n:21]4)[cH:31][cH:32][cH:33]2)[cH:34][cH:35][cH:36]1)([F:37])[F:38]. Reactants: ClC1=NC(=C2C(=N1)N(N=C2)C)N2CCN(CC2)C (6-Chloro-1-methyl-4-(4-methyl-piperazin-1-yl)-1H-pyrazolo[3,4-d]pyrimidine), N1N=C(C2=CC=CC=C12)B1OC(C)(C)C(C)(C)O1 (indazole boronic acid pinacol ester). Yields the product N1N=CC2=C(C=CC=C12)C1=NC(=C2C(=N1)N(N=C2)C)N2CCN(CC2)C (6-(1H-indazol-4-yl)-1-methyl-4-(4-methylpiperazin-1-yl)-1H-pyrazolo[3,4-d]pyrimidine). RXN SMILES: Cl[C:2]1[N:7]=[C:6]2[N:8]([CH3:11])[N:9]=[CH:10][C:5]2=[C:4]([N:12]2[CH2:17][CH2:16][N:15]([CH3:18])[CH2:14][CH2:13]2)[N:3]=1.[NH:19]1[C:27]2[C:22](=[CH:23][CH:24]=[CH:25][CH:26]=2)[C:21](B2OC(C)(C)C(C)(C)O2)=[N:20]1>>[NH:19]1[C:27]2[C:22](=[C:23]([C:2]3[N:7]=[C:6]4[N:8]([CH3:11])[N:9]=[CH:10][C:5]4=[C:4]([N:12]4[CH2:17][CH2:16][N:15]([CH3:18])[CH2:14][CH2:13]4)[N:3]=3)[CH:24]=[CH:25][CH:26]=2)[CH:21]=[N:20]1. Procedure details: 6-Chloro-1-methyl-4-(4-methyl-piperazin-1-yl)-1H-pyrazolo[3,4-d]pyrimidine was reacted with indazole boronic acid pinacol ester using General Procedure A. Purification on silica yielded 148. NMR (CDCl3): 2.41 (3H, s), 2.60-2.66 (4H, m), 4.15-4.19 (7H, m), 7.50-7.53 (1H, m), 7.61 (1H, d), 8.00 (1H, s), 8.41 (1H, d), 9.13 (1H, s). MS: (ESI+) MH+=349